Dataset: the Open Reaction Database (ORD), a public repository of structured organic reaction records. Task: describe an organic reaction: reactants, conditions, products, and yield Starting materials: [Br-], [Br-], [Br-], C=C1c2ccccc2CCc2ccccc21, CN(C)c1cc[nH+]cc1, CN(C)c1cc[nH+]cc1, CN(C)c1cc[nH+]cc1, ClC(Cl)Cl. Product: BrC=C1c2ccccc2CCc2ccccc21. As a reaction SMILES: [Br-:17].[Br-:18].[Br-:19].[CH2:1]=[C:2]1[c:3]2[c:4]([cH:13][cH:14][cH:15][cH:16]2)[CH2:5][CH2:6][c:7]2[c:8]1[cH:9][cH:10][cH:11][cH:12]2.[CH3:20][N:21]([CH3:22])[c:23]1[cH:24][cH:25][nH+:26][cH:27][cH:28]1.[CH3:29][N:30]([c:31]1[cH:32][cH:33][nH+:34][cH:35][cH:36]1)[CH3:37].[CH3:38][N:39]([c:40]1[cH:41][cH:42][nH+:43][cH:44][cH:45]1)[CH3:46].[Cl:47][CH:48]([Cl:49])[Cl:50]>>[CH:1](=[C:2]1[c:3]2[c:4]([cH:13][cH:14][cH:15][cH:16]2)[CH2:5][CH2:6][c:7]2[c:8]1[cH:9][cH:10][cH:11][cH:12]2)[Br:17].